This data is from the Open Reaction Database (ORD), a public repository of structured organic reaction records. The task is: describe an organic reaction: reactants, conditions, products, and yield Reactants: CC(=O)O, C#CC1(COC(=O)c2ccccc2)OC(n2cc(C)c(=O)[nH]c2=O)CC1OS(C)(=O)=O, C1CN=C2CCCN2C1, CC#N. Product: C#CC1(COC(=O)c2ccccc2)C=CC(n2cc(C)c(=O)[nH]c2=O)O1. As a reaction SMILES: [C:44]([OH:45])(=[O:46])[CH3:47].[C:4]([c:5]1[cH:6][cH:7][cH:8][cH:9][cH:10]1)(=[O:11])[O:12][CH2:13][C:14]1([C:33]#[CH:34])[CH:15]([O:28][S:29]([CH3:30])(=[O:31])=[O:32])[CH2:16][CH:17]([n:19]2[c:20](=[O:21])[nH:22][c:23](=[O:24])[c:25]([CH3:26])[cH:27]2)[O:18]1.[CH2:35]1[CH2:36][N:37]2[C:38](=[N:42][CH2:43]1)[CH2:39][CH2:40][CH2:41]2.[CH3:1][C:2]#[N:3]>>[C:4]([c:5]1[cH:6][cH:7][cH:8][cH:9][cH:10]1)(=[O:11])[O:12][CH2:13][C:14]1([C:33]#[CH:34])[CH:15]=[CH:16][CH:17]([n:19]2[c:20](=[O:21])[nH:22][c:23](=[O:24])[c:25]([CH3:26])[cH:27]2)[O:18]1. The reactants are BrC1=CC=C(O1)C(=O)O (5-bromofuroic acid), C(CCCCCCC\C=C/CCCCCCCC)O (oleylalcohol), CN(C=O)C (dimethylformamide), [H-].[Na+] (sodium hydride), ice water. The solvent is C(C)(=O)O (acetic acid). Product: C(CCCCCCC\C=C/CCCCCCCC)OC1=CC=C(O1)C(=O)O (5-(cis-9-octadecenyloxy)-2-furoic acid). RXN SMILES: Br[C:2]1[O:6][C:5]([C:7]([OH:9])=[O:8])=[CH:4][CH:3]=1.[CH2:10]([OH:28])[CH2:11][CH2:12][CH2:13][CH2:14][CH2:15][CH2:16][CH2:17]/[CH:18]=[CH:19]\[CH2:20][CH2:21][CH2:22][CH2:23][CH2:24][CH2:25][CH2:26][CH3:27].CN(C)C=O.[H-].[Na+]>C(O)(=O)C>[CH2:10]([O:28][C:2]1[O:6][C:5]([C:7]([OH:9])=[O:8])=[CH:4][CH:3]=1)[CH2:11][CH2:12][CH2:13][CH2:14][CH2:15][CH2:16][CH2:17]/[CH:18]=[CH:19]\[CH2:20][CH2:21][CH2:22][CH2:23][CH2:24][CH2:25][CH2:26][CH3:27] |f:3.4|. Reported procedure: A mixture of 30.0 g (0.157 mole) of 5-bromofuroic acid, 43.7 g (0.157 mole) of oleylalcohol and 500 ml of dried dimethylformamide is flushed with nitrogen and stirred at room temperature after which 7.55 g (0.314 mole) of sodium hydride is added. The mixture is stirred at room temperature for an hour then heated to reflux. The mixture is refluxed for 92 hours after which the mixture is poured into an ice-water mixture, acidified with acetic acid and extracted with ether. The ether layer is washe... Reactants: CN1CCNCC1, CCN(CC)c1ccc(N=Nc2nc(Cl)c(C=C3C(=O)c4ccccc4C3=O)s2)cc1, C1CCOC1. The product is CCN(CC)c1ccc(N=Nc2nc(N3CCN(C)CC3)c(C=C3C(=O)c4ccccc4C3=O)s2)cc1. RXN SMILES: [CH3:32][N:33]1[CH2:34][CH2:35][NH:36][CH2:37][CH2:38]1.[Cl:1][c:2]1[n:3][c:4]([N:19]=[N:20][c:21]2[cH:22][cH:23][c:24]([N:27]([CH2:28][CH3:29])[CH2:30][CH3:31])[cH:25][cH:26]2)[s:5][c:6]1[CH:7]=[C:8]1[C:9](=[O:18])[c:10]2[cH:11][cH:12][cH:13][cH:14][c:15]2[C:16]1=[O:17].[O:39]1[CH2:40][CH2:41][CH2:42][CH2:43]1>>[c:2]1([N:36]2[CH2:35][CH2:34][N:33]([CH3:32])[CH2:38][CH2:37]2)[n:3][c:4]([N:19]=[N:20][c:21]2[cH:22][cH:23][c:24]([N:27]([CH2:28][CH3:29])[CH2:30][CH3:31])[cH:25][cH:26]2)[s:5][c:6]1[CH:7]=[C:8]1[C:9](=[O:18])[c:10]2[cH:11][cH:12][cH:13][cH:14][c:15]2[C:16]1=[O:17]. The reactants are [BH3-]C#N, C=O, CC(=O)O, CO, O=C(OCc1ccccc1)N1CCC2(CC1)CNc1ccccc12, [Na+], [Na+], O=C([O-])O. Product: CN1CC2(CCN(C(=O)OCc3ccccc3)CC2)c2ccccc21. RXN SMILES: [C:31]([BH3-:32])#[N:33].[CH2:25]=[O:26].[CH3:27][C:28](=[O:29])[OH:30].[CH3:40][OH:41].[N:1]1([C:15](=[O:16])[O:17][CH2:18][c:19]2[cH:20][cH:21][cH:22][cH:23][cH:24]2)[CH2:2][CH2:3][C:4]2([CH2:5][NH:6][c:7]3[cH:8][cH:9][cH:10][cH:11][c:12]32)[CH2:13][CH2:14]1.[Na+:34].[Na+:39].[O-:35][C:36]([OH:37])=[O:38]>>[N:1]1([C:15](=[O:16])[O:17][CH2:18][c:19]2[cH:20][cH:21][cH:22][cH:23][cH:24]2)[CH2:2][CH2:3][C:4]2([CH2:5][N:6]([CH3:27])[c:7]3[cH:8][cH:9][cH:10][cH:11][c:12]32)[CH2:13][CH2:14]1.